Task: describe an organic reaction: reactants, conditions, products, and yield. Dataset: the Open Reaction Database (ORD), a public repository of structured organic reaction records The reactants are CO, CC(C)Nc1ccc2cc([N+](=O)[O-])ccc2n1, ClCCl. Yields the product CC(C)Nc1ccc2cc(N)ccc2n1. RXN SMILES: [CH3:18][OH:19].[CH:1]([CH3:2])([CH3:3])[NH:4][c:5]1[n:6][c:7]2[cH:8][cH:9][c:10]([N+:15]([O-:16])=[O:17])[cH:11][c:12]2[cH:13][cH:14]1.[Cl:20][CH2:21][Cl:22]>>[CH:1]([CH3:2])([CH3:3])[NH:4][c:5]1[n:6][c:7]2[cH:8][cH:9][c:10]([NH2:15])[cH:11][c:12]2[cH:13][cH:14]1.